Dataset: the Open Reaction Database (ORD), a public repository of structured organic reaction records. Task: describe an organic reaction: reactants, conditions, products, and yield Procedure details: Methylamine was bubbled into a solution of 2.6 g (6.34 mmol) of 9-chloro-7-(2-fluorophenyl)-5H-pyrimido[5,4-d][2]benzazepine-2-acetic acid ethylester in 60 ml of ethanol for 10 min. After standing for 18 hr, the reaction was evaporated and the residue was partitioned between 75 ml of dichloromethane and 50 ml of water. The organic layer was dried and evaporated. The residue was crystallized and then recrystallized from dichloromethane/ether to give white rods, mp 175°-177° C. Reaction conditions: time 18 hour. Reactants: CN (Methylamine), C(C)OC(CC=1N=CC=2CN=C(C3=C(C2N1)C=CC(=C3)Cl)C3=C(C=CC=C3)F)=O (9-chloro-7-(2-fluorophenyl)-5H-pyrimido[5,4-d][2]benzazepine-2-acetic acid ethylester). RXN SMILES: [CH3:1][NH2:2].C([O:5][C:6](=O)[CH2:7][C:8]1[N:9]=[CH:10][C:11]2[CH2:12][N:13]=[C:14]([C:24]3[CH:29]=[CH:28][CH:27]=[CH:26][C:25]=3[F:30])[C:15]3[CH:22]=[C:21]([Cl:23])[CH:20]=[CH:19][C:16]=3[C:17]=2[N:18]=1)C>C(O)C>[Cl:23][C:21]1[CH:20]=[CH:19][C:16]2[C:17]3[N:18]=[C:8]([CH2:7][C:6]([NH:2][CH3:1])=[O:5])[N:9]=[CH:10][C:11]=3[CH2:12][N:13]=[C:14]([C:24]3[CH:29]=[CH:28][CH:27]=[CH:26][C:25]=3[F:30])[C:15]=2[CH:22]=1. Product: ClC1=CC2=C(C3=C(CN=C2C2=C(C=CC=C2)F)C=NC(=N3)CC(=O)NC)C=C1 (9-Chloro-7-(2-fluorophenyl)-N-methyl-5H-pyrimido[5,4-d][2]benzazepine-2-acetamide). Solvent: C(C)O (ethanol). The reactants are [Na] (sodium), ClC=1C(=NC2=CC=C(C=C2N1)CN1C=NC=C1)C (3-chloro-6-(1H-imidazol-1-ylmethyl)-2-methylquinoxaline), C(CC)O (1-propanol). Isolated yield 57.1%. As a reaction SMILES: [Na].Cl[C:3]1[C:4]([CH3:19])=[N:5][C:6]2[C:11]([N:12]=1)=[CH:10][C:9]([CH2:13][N:14]1[CH:18]=[CH:17][N:16]=[CH:15]1)=[CH:8][CH:7]=2.[CH2:20]([OH:23])[CH2:21][CH3:22]>>[N:14]1([CH2:13][C:9]2[CH:10]=[C:11]3[C:6](=[CH:7][CH:8]=2)[N:5]=[C:4]([CH3:19])[C:3]([O:23][CH2:20][CH2:21][CH3:22])=[N:12]3)[CH:18]=[CH:17][N:16]=[CH:15]1 |^1:0|. Reaction conditions: time 2 hour. Yields the product N1(C=NC=C1)CC=1C=C2N=C(C(=NC2=CC1)C)OCCC (6-(1H-imidazol-1-ylmethyl)-2-methyl-3-propoxyquinoxaline). Reported procedure: A solution of 0.3 parts of sodium in 24 parts of 1-propanol was added to 2.4 parts of 3-chloro-6-(1H-imidazol-1-ylmethyl)-2-methylquinoxaline. The whole was stirred for 2 hours at reflux temperature. The reaction mixture was evaporated and the residue was extracted three times with 65 parts of dichloromethane. The combined extracts were dried, filtered and evaporated. The residue was purified by column chromatography over silica gel using a mixture of dichloromethane and methanol (98:2 by volume... The reactants are C1(=CC=C(C=C1)S(=O)(=O)Cl)C (p-toluenesulfonyl chloride), mixture, ethyl ester, methyl ester, OCCCC(C(=O)O)CC1=CC=CC2=CC=CC=C12 ((2RS)-5-hydroxy-2-(1-naphthylmethyl)pentanoic acid), N1=CC=CC=C1 (pyridine). Conditions: time 8 hour. Yields the product C1(=CC=CC2=CC=CC=C12)CC(C(=O)OCC)CCCOS(=O)(=O)C1=CC=C(C=C1)C (ethyl (2RS)-2-(1-naphthylmethyl)-5-p-toluenesulfonyloxypentanoate), C1(=CC=CC2=CC=CC=C12)CC(C(=O)OC)CCCOS(=O)(=O)C1=CC=C(C=C1)C (methyl (2RS)-2-(1-naphthylmethyl)-5-p-toluenesulfonyloxypentanoate), mixture. As a reaction SMILES: [OH:1][CH2:2][CH2:3][CH2:4][CH:5]([CH2:9][C:10]1[C:19]2[C:14](=[CH:15][CH:16]=[CH:17][CH:18]=2)[CH:13]=[CH:12][CH:11]=1)[C:6]([OH:8])=[O:7].[C:20]1([CH3:30])[CH:25]=[CH:24][C:23]([S:26](Cl)(=[O:28])=[O:27])=[CH:22][CH:21]=1.N1C=CC=[CH:33][CH:32]=1>>[C:10]1([CH2:9][CH:5]([CH2:4][CH2:3][CH2:2][O:1][S:26]([C:23]2[CH:24]=[CH:25][C:20]([CH3:30])=[CH:21][CH:22]=2)(=[O:28])=[O:27])[C:6]([O:8][CH2:32][CH3:33])=[O:7])[C:19]2[C:14](=[CH:15][CH:16]=[CH:17][CH:18]=2)[CH:13]=[CH:12][CH:11]=1.[C:10]1([CH2:9][CH:5]([CH2:4][CH2:3][CH2:2][O:1][S:26]([C:23]2[CH:24]=[CH:25][C:20]([CH3:30])=[CH:21][CH:22]=2)(=[O:28])=[O:27])[C:6]([O:8][CH3:32])=[O:7])[C:19]2[C:14](=[CH:15][CH:16]=[CH:17][CH:18]=2)[CH:13]=[CH:12][CH:11]=1. Procedure: 2.31 g of the mixture of the ethyl ester and methyl ester of (2RS)-5-hydroxy-2-(1-naphthylmethyl)pentanoic acid was dissolved in 35 ml of dry pyridine, and 1.69 g of p-toluenesulfonyl chloride was added thereto. The mixture was stirred at room temperature overnight. The reaction solution was concentrated under reduced pressure, and 200 ml of ethyl acetate was added to the residue. The ethyl acetate layer was washed with a 5% potassium hydrogensulfate aqueous solution, with a 5% sodium hydrogenca... The yield is 49.0%. RXN SMILES: [Cl:1][C:2]1[C:7]([Cl:8])=[CH:6][CH:5]=[CH:4][C:3]=1[C:9](=[O:11])[CH3:10].[CH2:12]([OH:16])[CH2:13]CC.[Br:17]Br.CC1C=CC(S(O)(=O)=O)=CC=1>O.C1C=CC=CC=1.C(O)CO>[Br:17][CH2:10][C:9]1([C:3]2[CH:4]=[CH:5][CH:6]=[C:7]([Cl:8])[C:2]=2[Cl:1])[O:16][CH2:12][CH2:13][O:11]1. Product: 96.6, BrCC1(OCCO1)C1=C(C(=CC=C1)Cl)Cl (2-(bromomethyl)-2-(2,3-dichlorophenyl)-1,3-dioxolane). Procedure: To a stirred solution of 120 parts of 1-(2,3-dichlorophenyl)-1-ethanone in 240 parts of butanol are added dropwise 101 parts of bromine at room temperature. After stirring for 1 hour at room temperature, there are added successively 42 parts of 1,2-ethanediol, 540 parts of anhydrous benzene and 4 parts of 4-methylbenzenesulfonic acid. The whole is stirred and refluxed overnight with water-separator. The reaction mixture is evaporated and the residue is dissolved in 2,2'-oxybispropane. The soluti... The solvent is C1=CC=CC=C1 (benzene), C(CO)O (1,2-ethanediol), O (water). Reactants: 120, ClC1=C(C=CC=C1Cl)C(C)=O (1-(2,3-dichlorophenyl)-1-ethanone), C(CCC)O (butanol), BrBr (bromine), CC1=CC=C(C=C1)S(=O)(=O)O (4-methylbenzenesulfonic acid). Conditions: time 1 hour. Starting materials: NOCc1ccccc1, ClCCl, CN1CCOCC1, CN(C)c1ccncc1, Cl, O=C(O)C1CCCCN1S(=O)(=O)N1CCC(c2c[nH]c3ccc(F)cc23)CC1. The product is O=C(NOCc1ccccc1)C1CCCCN1S(=O)(=O)N1CCC(c2c[nH]c3ccc(F)cc23)CC1. Reaction SMILES: [CH2:30]([c:31]1[cH:32][cH:33][cH:34][cH:35][cH:36]1)[O:37][NH2:38].[CH2:46]([Cl:47])[Cl:48].[CH3:39][N:40]1[CH2:41][CH2:42][O:43][CH2:44][CH2:45]1.[CH3:49][N:50]([CH3:51])[c:52]1[cH:53][cH:54][n:55][cH:56][cH:57]1.[ClH:29].[F:1][c:2]1[cH:3][c:4]2[c:5]([CH:11]3[CH2:12][CH2:13][N:14]([S:17](=[O:18])(=[O:19])[N:20]4[CH:21]([C:26](=[O:27])[OH:28])[CH2:22][CH2:23][CH2:24][CH2:25]4)[CH2:15][CH2:16]3)[cH:6][nH:7][c:8]2[cH:9][cH:10]1>>[F:1][c:2]1[cH:3][c:4]2[c:5]([CH:11]3[CH2:12][CH2:13][N:14]([S:17](=[O:18])(=[O:19])[N:20]4[CH:21]([C:26](=[O:27])[NH:38][O:37][CH2:30][c:31]5[cH:32][cH:33][cH:34][cH:35][cH:36]5)[CH2:22][CH2:23][CH2:24][CH2:25]4)[CH2:15][CH2:16]3)[cH:6][nH:7][c:8]2[cH:9][cH:10]1. Procedure: (R)-5-Bromo-N-(4-(chlorodifluoromethoxy)phenyl)-6-(3-hydroxypyrrolidin-1-yl)nicotinamide (Stage 171.1, 70 mg, 0.151 mmol), 4-methyl-3-(4,4,5,5-tetramethyl-1,3,2-dioxaborolan-2-yl)pyridine (49.7 mg, 0.227 mmol), Pd(Ph3P)4 (17.48 mg, 0.015 mmol) and K3PO4 (96 mg, 0.454 mmol) were added to a vial, flushed with argon, treated with toluene (1 mL), and stirred at 110° C. for 2 h followed by 4 h at 130° C. Dioxane (1 mL) was added and the RM was stirred for an additional 3 days at 130° C. The RM was di... As a reaction SMILES: Br[C:2]1[C:3]([N:22]2[CH2:26][CH2:25][C@@H:24]([OH:27])[CH2:23]2)=[N:4][CH:5]=[C:6]([CH:21]=1)[C:7]([NH:9][C:10]1[CH:15]=[CH:14][C:13]([O:16][C:17]([Cl:20])([F:19])[F:18])=[CH:12][CH:11]=1)=[O:8].[CH3:28][C:29]1[CH:34]=[CH:33][N:32]=[CH:31][C:30]=1B1OC(C)(C)C(C)(C)O1.[O-]P([O-])([O-])=O.[K+].[K+].[K+]>C1C=CC([P]([Pd]([P](C2C=CC=CC=2)(C2C=CC=CC=2)C2C=CC=CC=2)([P](C2C=CC=CC=2)(C2C=CC=CC=2)C2C=CC=CC=2)[P](C2C=CC=CC=2)(C2C=CC=CC=2)C2C=CC=CC=2)(C2C=CC=CC=2)C2C=CC=CC=2)=CC=1>[Cl:20][C:17]([F:19])([F:18])[O:16][C:13]1[CH:14]=[CH:15][C:10]([NH:9][C:7]([C:6]2[CH:21]=[C:2]([C:30]3[CH:31]=[N:32][CH:33]=[CH:34][C:29]=3[CH3:28])[C:3]([N:22]3[CH2:26][CH2:25][C@@H:24]([OH:27])[CH2:23]3)=[N:4][CH:5]=2)=[O:8])=[CH:11][CH:12]=1 |f:2.3.4.5,^1:55,57,76,95|. Product: ClC(OC1=CC=C(C=C1)NC(=O)C=1C=C(C(=NC1)N1C[C@@H](CC1)O)C=1C=NC=CC1C)(F)F ((R)—N-(4-(Chlorodifluoromethoxy)phenyl)-2-(3-hydroxypyrrolidin-1-yl)-4′-methyl-[3,3′-bipyridine]-5-carboxamide). Reagents/catalysts: C=1C=CC(=CC1)[P](C=2C=CC=CC2)(C=3C=CC=CC3)[Pd]([P](C=4C=CC=CC4)(C=5C=CC=CC5)C=6C=CC=CC6)([P](C=7C=CC=CC7)(C=8C=CC=CC8)C=9C=CC=CC9)[P](C=1C=CC=CC1)(C=1C=CC=CC1)C=1C=CC=CC1 (Pd(Ph3P)4). Reaction conditions: temperature 110 celsius, time 2 hour. Reactants: BrC=1C(=NC=C(C(=O)NC2=CC=C(C=C2)OC(F)(F)Cl)C1)N1C[C@@H](CC1)O ((R)-5-Bromo-N-(4-(chlorodifluoromethoxy)phenyl)-6-(3-hydroxypyrrolidin-1-yl)nicotinamide), CC1=C(C=NC=C1)B1OC(C(O1)(C)C)(C)C (4-methyl-3-(4,4,5,5-tetramethyl-1,3,2-dioxaborolan-2-yl)pyridine), [O-]P(=O)([O-])[O-].[K+].[K+].[K+] (K3PO4). Reactants: Oc1cccc(Br)c1, CN(C(=O)OC(C)(C)C)c1cc(Cl)ccc1[N+](=O)[O-], CN(C)C=O, [H-], [Na+]. Product: CN(C(=O)OC(C)(C)C)c1cc(Oc2cccc(Br)c2)ccc1[N+](=O)[O-]. As a reaction SMILES: [Br:3][c:4]1[cH:5][c:6]([OH:10])[cH:7][cH:8][cH:9]1.[C:11]([CH3:12])([CH3:13])([CH3:14])[O:15][C:16]([N:17]([CH3:18])[c:19]1[c:20]([N+:26](=[O:27])[O-:28])[cH:21][cH:22][c:23]([Cl:25])[cH:24]1)=[O:29].[CH3:30][N:31]([CH3:32])[CH:33]=[O:34].[H-:1].[Na+:2]>>[Br:3][c:4]1[cH:5][c:6]([O:10][c:23]2[cH:22][cH:21][c:20]([N+:26](=[O:27])[O-:28])[c:19]([N:17]([C:16]([O:15][C:11]([CH3:12])([CH3:13])[CH3:14])=[O:29])[CH3:18])[cH:24]2)[cH:7][cH:8][cH:9]1. Reactants: CC(CCCCCCC)=O (nonanone), C(CC)C(C=O)CCCCC (2-propylheptanal), CCCCCCCCC (nonane), C(CC)C(C=O)CCCCC (2-propyl-heptanal), C(CC)C(C=O)CCCCC (2-propylheptanal), decanecarboxylic acids. Reagents/catalysts: [Mn].[Cu] (copper-manganese). The product is C(CC)C(C(=O)O)CCCCC (2-propylheptanoic acid). As a reaction SMILES: [CH2:1]([CH:4]([CH2:7][CH2:8][CH2:9][CH2:10][CH3:11])[CH:5]=[O:6])[CH2:2][CH3:3].CCCCCCCCC.CC(=[O:30])CCCCCCC>[Mn].[Cu]>[CH2:1]([CH:4]([CH2:7][CH2:8][CH2:9][CH2:10][CH3:11])[C:5]([OH:30])=[O:6])[CH2:2][CH3:3] |f:3.4|. Procedure details: As shown in Table 3, the conversion of the 2-propylheptanal oxidation was considerably improved in the presence of a homogeneous copper-manganese catalyst compared to the uncatalysed reaction. The residue contents of 2-propyl-heptanal of about 10.42% by mass determined after 4 hours in the presence of catalyst are lower than the corresponding residue contents of 24.71% by mass of 2-propylheptanal in the uncatalysed oxidation. However, the selectivity of the catalysed oxidation was significantly ... Reactants: ClC1=NC(=C2N=CN(C2=N1)[C@H]1[C@@H]([C@@H]([C@H](C1)NC(CC)=O)O)O)NCC(C1=CC=CC=C1)C1=CC=CC=C1 (N-{(1S,2R,3S,4R)-4-[2-chloro-6-(2,2-diphenyl-ethylamino)-purin-9-yl]-2,3-dihydroxy-cyclopentyl}-propionamide), C(C1=CC=CC=C1)OCC(=O)Cl (benzyloxy-acetyl chloride). The product is C(C1=CC=CC=C1)OCC(=O)N[C@@H]1[C@H]([C@H]([C@@H](C1)N1C2=NC(=NC(=C2N=C1)NCC(C1=CC=CC=C1)C1=CC=CC=C1)Cl)O)O (2-Benzyloxy-N-{(1S,2R,3S,4R)-4-[2-chloro-6-(2,2-diphenyl-ethylamino)-purin-9-yl]-2,3-dihydroxy-cyclopentyl}-acetamide). As a reaction SMILES: [Cl:1][C:2]1[N:10]=[C:9]2[C:5]([N:6]=[CH:7][N:8]2[C@@H:11]2[CH2:15][C@H:14]([NH:16]C(=O)CC)[C@@H:13]([OH:21])[C@H:12]2[OH:22])=[C:4]([NH:23][CH2:24][CH:25]([C:32]2[CH:37]=[CH:36][CH:35]=[CH:34][CH:33]=2)[C:26]2[CH:31]=[CH:30][CH:29]=[CH:28][CH:27]=2)[N:3]=1.[CH2:38]([O:45][CH2:46][C:47](Cl)=[O:48])[C:39]1[CH:44]=[CH:43][CH:42]=[CH:41][CH:40]=1>>[CH2:38]([O:45][CH2:46][C:47]([NH:16][C@H:14]1[CH2:15][C@@H:11]([N:8]2[CH:7]=[N:6][C:5]3[C:9]2=[N:10][C:2]([Cl:1])=[N:3][C:4]=3[NH:23][CH2:24][CH:25]([C:32]2[CH:33]=[CH:34][CH:35]=[CH:36][CH:37]=2)[C:26]2[CH:31]=[CH:30][CH:29]=[CH:28][CH:27]=2)[C@H:12]([OH:22])[C@@H:13]1[OH:21])=[O:48])[C:39]1[CH:44]=[CH:43][CH:42]=[CH:41][CH:40]=1. Procedure: The title compound is prepared analogously to N-{(1S,2R,3S,4R)-4-[2-chloro-6-(2,2-diphenyl-ethylamino)-purin-9-yl]-2,3-dihydroxy-cyclopentyl}-propionamide (Intermediate AA) by replacing cyclopropanecarboxylic acid propionyl chloride with benzyloxy-acetyl chloride.